This data is from the Open Reaction Database (ORD), a public repository of structured organic reaction records. The task is: describe an organic reaction: reactants, conditions, products, and yield Run at temperature 70 celsius, time 30 minute. The product is FC=1C=C2C3=C(OCN(N3C=C(C2=O)C(=O)O)C)C1N1CCN(CC1)C (9-fluoro-2,3-dihydro-3-methyl-10-(4-methyl -1-piperazinyl)-7-oxo-7H-pyrido[3,2,1-ij][4,1,2]benzoxadiazine-6-carboxylic acid). Procedure: To the dark brown reaction mixture of step 6) containing 12 340 ml of 85% formic acid (ca. 7.5 mol) were added dropwise during 5 minutes without exceeding a temperature of 50° C. In the temperature range of 40°-50° C. 75.0 ml of aqueous 36.5% formaldehyde (ca. 1.0 mol) were added over 5 minutes and the resulting brown suspension was heated to 70° C. for 30 minutes, during which time gas evolution occurred. After cooling to 5°-10° C. 300 ml of 25% aqueous ammonia (ca. 4 mol) were added and the re... Starting materials: N (ammonia), C (charcoal), mixture, C(=O)O (formic acid), FC=1C=C2C(C(=CN(C2=C(C1N1CCN(CC1)C)O)NC)C(=O)O)=O (6-fluoro-1,4-dihydro-8-hydroxy-1-(methylamino)-7-(4-methly-1-piperazinyl)4-oxo-3-quinolinecarboxylic acid), C=O (formaldehyde). RXN SMILES: [CH:1](O)=O.C=O.N.C.[F:8][C:9]1[CH:10]=[C:11]2[C:16](=[C:17]([OH:26])[C:18]=1[N:19]1[CH2:24][CH2:23][N:22]([CH3:25])[CH2:21][CH2:20]1)[N:15]([NH:27][CH3:28])[CH:14]=[C:13]([C:29]([OH:31])=[O:30])[C:12]2=[O:32]>>[F:8][C:9]1[CH:10]=[C:11]2[C:12](=[O:32])[C:13]([C:29]([OH:31])=[O:30])=[CH:14][N:15]3[C:16]2=[C:17]([C:18]=1[N:19]1[CH2:20][CH2:21][N:22]([CH3:25])[CH2:23][CH2:24]1)[O:26][CH2:28][N:27]3[CH3:1]. Reactants: CCN(C(C)C)C(C)C (DIPEA), CN(C)C=O (DMF), O=S(Cl)Cl (SOCl2), ClC1=C(C=C(C=N1)C(=O)O)I (6-chloro-5-iodo-3-pyridinecarboxylic acid), FC(OC1=CC=C(N)C=C1)(F)F (4-(trifluoromethoxy)aniline). Run in CC(C)(C)OC (TBME), C1(=CC=CC=C1)C (toluene), C1CCOC1 (THF). Conditions: temperature 80 celsius, time 1 hour. The product is ClC1=NC=C(C(=O)NC2=CC=C(C=C2)OC(F)(F)F)C=C1I (6-Chloro-5-iodo-N-(4-(trifluoromethoxy)phenyl)nicotinamide). RXN SMILES: CN(C=O)C.O=S(Cl)Cl.[Cl:10][C:11]1[N:16]=[CH:15][C:14]([C:17]([OH:19])=O)=[CH:13][C:12]=1[I:20].CCN(C(C)C)C(C)C.[F:30][C:31]([F:41])([F:40])[O:32][C:33]1[CH:39]=[CH:38][C:36]([NH2:37])=[CH:35][CH:34]=1>C1(C)C=CC=CC=1.C1COCC1.CC(OC)(C)C>[Cl:10][C:11]1[C:12]([I:20])=[CH:13][C:14]([C:17]([NH:37][C:36]2[CH:38]=[CH:39][C:33]([O:32][C:31]([F:30])([F:40])[F:41])=[CH:34][CH:35]=2)=[O:19])=[CH:15][N:16]=1. Reported procedure: DMF (1.927 mL, 24.89 mmol) and SOCl2 (18.17 mL, 249 mmol) were added to a suspension of 6-chloro-5-iodo-3-pyridinecarboxylic acid (24 g, 83 mmol) in toluene (165 mL) and the RM was stirred at 80° C. for 1 h. The solvent was evaporated off under reduced pressure and the residue was dissolved in THF (165 mL). DIPEA (29.0 mL, 166 mmol) was added, the mixture was cooled down to −15° C., treated dropwise with a solution of 4-(trifluoromethoxy)aniline (15.43 g, 87 mmol) in THF (165 mL) and stirred at ... Reaction SMILES: [CH2:1]([N:8]1[CH2:12][CH2:11][NH:10][C:9]1=[N:13]C#N)[C:2]1[CH:7]=[CH:6][CH:5]=[CH:4][CH:3]=1.C(N1CCNC1=N)C1C=CC=CC=1.[CH2:29]([NH:36][C:37]([C:39]1[S:43][C:42](Br)=[N:41][C:40]=1[CH3:45])=[O:38])[C:30]1[CH:35]=[CH:34][CH:33]=[CH:32][CH:31]=1>>[CH2:29]([NH:36][C:37]([C:39]1[S:43][C:42]([N:10]2[CH2:11][CH2:12][N:8]([CH2:1][C:2]3[CH:3]=[CH:4][CH:5]=[CH:6][CH:7]=3)[C:9]2=[NH:13])=[N:41][C:40]=1[CH3:45])=[O:38])[C:30]1[CH:31]=[CH:32][CH:33]=[CH:34][CH:35]=1. The yield is 4.0%. Procedure: Following the procedure as described in Example 27, making variations as required to replace N-(1-benzylimidazolidin-2-ylidene)cyanamide with 1-benzylimidazolidin-2-imine to react with N-benzyl-2-bromo-4-methylthiazole-5-carboxamide, the title compound was obtained as a colorless solid in 4% yield: mp 125-126° C. (ethyl acetate/hexanes); 1H NMR (300 MHz, CDCl3) δ 7.37-7.26 (m, 10H), 5.89 (t, J=5.5 Hz, 1H), 5.56 (br s, 1H), 4.54 (d, J=5.5 Hz, 2H), 4.33 (s, 2H), 4.15-4.01 (m, 2H), 3.44 (t, J=7.7 H... Starting materials: C(C1=CC=CC=C1)N1C(NCC1)=NC#N (N-(1-benzylimidazolidin-2-ylidene)cyanamide), C(C1=CC=CC=C1)N1C(NCC1)=N (1-benzylimidazolidin-2-imine), C(C1=CC=CC=C1)NC(=O)C1=C(N=C(S1)Br)C (N-benzyl-2-bromo-4-methylthiazole-5-carboxamide). Yields the product C(C1=CC=CC=C1)NC(=O)C1=C(N=C(S1)N1C(N(CC1)CC1=CC=CC=C1)=N)C (N-benzyl-2-(3-benzyl-2-iminoimidazolidin-1-yl)-4-methylthiazole-5-carboxamide).